From a dataset of the Open Reaction Database (ORD), a public repository of structured organic reaction records. describe an organic reaction: reactants, conditions, products, and yield Reactants: N1(CCCCC1)C(N)=N (piperidine-1-carboximidamide), C(C(CCC)C(=O)OCC)(C(=O)OCC)C(=O)OCC (triethyl pentane-1,1,2-tricarboxylate), C[O-].[Na+] (sodium methoxide). Solvent: CO (methanol), CO (methanol). The product is OC1=NC(=NC(=C1C(C(=O)O)CCC)O)N1CCCCC1 (2-(4,6-dihydroxy-2-(piperidin-1-yl)pyrimidin-5-yl)pentanoic acid). Reaction SMILES: [N:1]1([C:7](=[NH:9])[NH2:8])[CH2:6][CH2:5][CH2:4][CH2:3][CH2:2]1.[CH:10]([C:25](OCC)=[O:26])([C:20](OCC)=[O:21])[CH:11]([C:15]([O:17]CC)=[O:16])[CH2:12][CH2:13][CH3:14].C[O-].[Na+]>CO>[OH:21][C:20]1[C:10]([CH:11]([CH2:12][CH2:13][CH3:14])[C:15]([OH:17])=[O:16])=[C:25]([OH:26])[N:8]=[C:7]([N:1]2[CH2:6][CH2:5][CH2:4][CH2:3][CH2:2]2)[N:9]=1 |f:2.3|. Reported procedure: To a solution of piperidine-1-carboximidamide (dimer complexated with H2SO4) (1.32 g; 10.4 mmol) and triethyl pentane-1,1,2-tricarboxylate (3 g; 10.4 mmol) in methanol (15 mL) was slowly added a solution of sodium methoxide in methanol (25% w:w) (4.76 mL; 20.81 mmol) and the reaction was heated to reflux for 18 h. The volatiles were removed under reduced pressure and the crude residue was used as such in the next reaction. Starting materials: BrCc1ccccc1, COc1cc(CC(NC(=O)OC(C)(C)C)C(=O)O)ccc1O, CN(C)C=O, CCN(C(C)C)C(C)C, O. Product: COc1cc(CC(NC(=O)OC(C)(C)C)C(=O)OCc2ccccc2)ccc1O. Reaction SMILES: [Br:1][CH2:2][c:3]1[cH:4][cH:5][cH:6][cH:7][cH:8]1.[C:9]([CH3:10])([CH3:11])([CH3:12])[O:13][C:14](=[O:15])[NH:16][CH:17]([CH2:18][c:19]1[cH:20][c:21]([O:26][CH3:27])[c:22]([OH:25])[cH:23][cH:24]1)[C:28](=[O:29])[OH:30].[CH3:40][N:41]([CH3:42])[CH:43]=[O:44].[CH:31]([N:32]([CH2:33][CH3:34])[CH:35]([CH3:36])[CH3:37])([CH3:38])[CH3:39].[OH2:45]>>[CH2:2]([c:3]1[cH:4][cH:5][cH:6][cH:7][cH:8]1)[O:30][C:28]([CH:17]([NH:16][C:14]([O:13][C:9]([CH3:10])([CH3:11])[CH3:12])=[O:15])[CH2:18][c:19]1[cH:20][c:21]([O:26][CH3:27])[c:22]([OH:25])[cH:23][cH:24]1)=[O:29]. The reactants are Oc1ccc(Oc2ccc(C(F)(F)F)cn2)cc1, O=C(Cl)N1CCOCC1. The product is O=C(Oc1ccc(Oc2ccc(C(F)(F)F)cn2)cc1)N1CCOCC1. Reaction SMILES: [F:1][C:2]([c:3]1[cH:4][cH:5][c:6]([O:9][c:10]2[cH:11][cH:12][c:13]([OH:16])[cH:14][cH:15]2)[n:7][cH:8]1)([F:17])[F:18].[O:19]1[CH2:20][CH2:21][N:22]([C:25](=[O:26])[Cl:27])[CH2:23][CH2:24]1>>[F:1][C:2]([c:3]1[cH:4][cH:5][c:6]([O:9][c:10]2[cH:11][cH:12][c:13]([O:16][C:25]([N:22]3[CH2:21][CH2:20][O:19][CH2:24][CH2:23]3)=[O:26])[cH:14][cH:15]2)[n:7][cH:8]1)([F:17])[F:18]. Solvent: CN(C)C=O (DMF), C1CCOC1 (THF). Starting materials: C1(=CC=CC=C1)P(C1=CC=CC=C1)C1=CC=CC=C1 (triphenylphosphine), CN1N=CC(=C1)C=1C=CC(NN1)=O (6-(1-methyl-1H-pyrazol-4-yl)-2H-pyridazin-3-one), N(=NC(=O)OC(C)(C)C)C(=O)OC(C)(C)C (di-tert-butyl azodicarboxylate), CN1CCN(CC1)C=1C=NC(=NC1)C=1C=C(C=CC1)CO ({3-[5-(4-methylpiperazin-1-yl)pyrimidin-2-yl]phenyl}-methanol), C1(=CC=CC=C1)P(C1=CC=CC=C1)C1=CC=CC=C1 (triphenylphosphine), N(=NC(=O)OC(C)(C)C)C(=O)OC(C)(C)C (di-tert-butyl azodicarboxylate). Reaction conditions: time 1 hour. As a reaction SMILES: [CH3:1][N:2]1[CH:6]=[C:5]([C:7]2[CH:8]=[CH:9][C:10](=[O:13])[NH:11][N:12]=2)[CH:4]=[N:3]1.[CH3:14][N:15]1[CH2:20][CH2:19][N:18]([C:21]2[CH:22]=[N:23][C:24]([C:27]3[CH:28]=[C:29]([CH2:33]O)[CH:30]=[CH:31][CH:32]=3)=[N:25][CH:26]=2)[CH2:17][CH2:16]1.C1(P(C2C=CC=CC=2)C2C=CC=CC=2)C=CC=CC=1.N(C(OC(C)(C)C)=O)=NC(OC(C)(C)C)=O>C1COCC1.CN(C=O)C>[CH3:14][N:15]1[CH2:16][CH2:17][N:18]([C:21]2[CH:26]=[N:25][C:24]([C:27]3[CH:28]=[C:29]([CH:30]=[CH:31][CH:32]=3)[CH2:33][N:11]3[C:10](=[O:13])[CH:9]=[CH:8][C:7]([C:5]4[CH:4]=[N:3][N:2]([CH3:1])[CH:6]=4)=[N:12]3)=[N:23][CH:22]=2)[CH2:19][CH2:20]1. The product is CN1CCN(CC1)C=1C=NC(=NC1)C=1C=C(CN2N=C(C=CC2=O)C=2C=NN(C2)C)C=CC1 (2-{3-[5-(4-methylpiperazin-1-yl)pyrimidin-2-yl]benzyl}-6-(1-methyl-1H-pyrazol-4-yl)-2H-pyridazin-3-one). Procedure: 71 mg (0.40 mmol) of 6-(1-methyl-1H-pyrazol-4-yl)-2H-pyridazin-3-one and 163 mg (0.40 mmol) of {3-[5-(4-methylpiperazin-1-yl)pyrimidin-2-yl]phenyl}-methanol are suspended in 3 ml of THF and 1 ml of DMF with 200 mg (0.60 mmol) of polymer-bound triphenylphosphine (about 3 mmol of triphenylphosphine per g) and shaken at room temperature for 30 min. 139 mg (0.60 mmol) of di-tert-butyl azodicarboxylate are added. The reaction mixture is shaken at room temperature for 1 h. A further 200 mg (0.6 mmol) ... Starting materials: poly(methylhydrosiloxane), C(C)OCC (diethyl ether), [F-].[K+] (potassium fluoride), N1(CCOCC1)C1CC=C(CC1)C1=CC=C(C=N1)N (6-[4-(morpholin-4-yl)cyclohex-1-en-1-yl]pyridin-3-amine). Reagents/catalysts: C(C)(=O)[O-].[Pd+2].C(C)(=O)[O-] (Palladium (II) acetate). The solvent is O1CCCC1 (tetrahydrofuran). The product is N1(CCOCC1)[C@H]1CC[C@H](CC1)C1=CC=C(C=N1)N (cis-6-[4-(morpholin-4-yl)cyclohexyl]pyridin-3-amine), N1(CCOCC1)[C@@H]1CC[C@H](CC1)C1=CC=C(C=N1)N (trans-6-[4-(morpholin-4-yl)cyclohexyl]pyridin-3-amine). As a reaction SMILES: [F-].[K+].[N:3]1([CH:9]2[CH2:14][CH2:13][C:12]([C:15]3[N:20]=[CH:19][C:18]([NH2:21])=[CH:17][CH:16]=3)=[CH:11][CH2:10]2)[CH2:8][CH2:7][O:6][CH2:5][CH2:4]1.C(OCC)C>O1CCCC1.C([O-])(=O)C.[Pd+2].C([O-])(=O)C>[N:3]1([C@@H:9]2[CH2:10][CH2:11][C@H:12]([C:15]3[N:20]=[CH:19][C:18]([NH2:21])=[CH:17][CH:16]=3)[CH2:13][CH2:14]2)[CH2:8][CH2:7][O:6][CH2:5][CH2:4]1.[N:3]1([C@H:9]2[CH2:10][CH2:11][C@H:12]([C:15]3[N:20]=[CH:19][C:18]([NH2:21])=[CH:17][CH:16]=3)[CH2:13][CH2:14]2)[CH2:8][CH2:7][O:6][CH2:5][CH2:4]1 |f:0.1,5.6.7|. Procedure details: Palladium (II) acetate (519 mg) and an aqueous solution (23 ml) of potassium fluoride (2.69 g) was added at room temperature to a solution of 6-[4-(morpholin-4-yl)cyclohex-1-en-1-yl]pyridin-3-amine (3.0 g) described in Reference Example 78 in tetrahydrofuran (115 ml), poly(methylhydrosiloxane) (2.8 ml) was added dropwise and the mixture was stirred at the same temperature for an hour. After completion of the reaction, diethyl ether (115 ml) was added, the reaction solution was filtered through C...